Dataset: the Open Reaction Database (ORD), a public repository of structured organic reaction records. Task: describe an organic reaction: reactants, conditions, products, and yield Starting materials: B, C1CCOC1, CSC, CCOC(C)=O, O=C1c2ccccc2C(=O)N1CC(F)(F)C(=O)O, O. Reaction SMILES: [BH3:22].[CH2:29]1[O:30][CH2:31][CH2:32][CH2:33]1.[CH3:19][S:20][CH3:21].[CH3:23][CH2:24][O:25][C:26](=[O:27])[CH3:28].[O:1]=[C:2]1[N:3]([CH2:12][C:13]([C:14](=[O:15])[OH:16])([F:17])[F:18])[C:4](=[O:11])[c:5]2[cH:6][cH:7][cH:8][cH:9][c:10]21.[OH2:34]>>[O:1]=[C:2]1[N:3]([CH2:12][C:13]([CH2:14][OH:15])([F:17])[F:18])[C:4](=[O:11])[c:5]2[cH:6][cH:7][cH:8][cH:9][c:10]21. The product is O=C1c2ccccc2C(=O)N1CC(F)(F)CO. Starting materials: FC1=C(C#N)C=C(C=C1)C=O (2-Fluoro-5-formylbenzonitrile), C(C)C(CO)(CO)CC (2,2-diethyl-1,3-propanediol), O.C1(=CC=C(C=C1)S(=O)(=O)O)C (p-toluenesulfonic acid monohydrate). Solvent: C1(=CC=CC=C1)C (toluene). Yields the product C(C)C1(COC(OC1)C=1C=CC(=C(C1)C#N)F)CC (5-(5,5-diethyl-1,3-dioxan-2-yl)-2-fluorobenzenecarbonitrile). Yield: 90.7%. As a reaction SMILES: [F:1][C:2]1[CH:9]=[CH:8][C:7]([CH:10]=[O:11])=[CH:6][C:3]=1[C:4]#[N:5].[CH2:12]([C:14]([CH2:19][CH3:20])([CH2:17]O)[CH2:15][OH:16])[CH3:13].O.C1(C)C=CC(S(O)(=O)=O)=CC=1>C1(C)C=CC=CC=1>[CH2:12]([C:14]1([CH2:19][CH3:20])[CH2:15][O:16][CH:10]([C:7]2[CH:8]=[CH:9][C:2]([F:1])=[C:3]([C:4]#[N:5])[CH:6]=2)[O:11][CH2:17]1)[CH3:13] |f:2.3|. Procedure details: 2-Fluoro-5-formylbenzonitrile (250 mg, 1.68 mmol), 2,2-diethyl-1,3-propanediol (776 mg, 5.87 mmol) and a catalytic amount of p-toluenesulfonic acid monohydrate were refluxed in toluene (25 mL) overnight in a Dean-Stark apparatus. The reaction mixture was then concentrated and the residue dissolved in chloroform (50 mL) and washed with saturated sodium bicarbonate solution (2×25 mL) then brine (1×25 mL). The organic phase was dried (Na2SO4) and evaporated to give an oil. The oil was then chromato...